This data is from the Open Reaction Database (ORD), a public repository of structured organic reaction records. The task is: describe an organic reaction: reactants, conditions, products, and yield Reactants: [Li]CCCC, CC1(C)Oc2ccc(F)cc2O1, O=C=O, C1CCOC1. The product is CC1(C)Oc2ccc(F)c(C(=O)O)c2O1. As a reaction SMILES: [CH2:13]([Li:14])[CH2:15][CH2:16][CH3:17].[CH3:1][C:2]1([CH3:12])[O:3][c:4]2[c:5]([cH:7][cH:8][c:9]([F:11])[cH:10]2)[O:6]1.[O:18]=[C:19]=[O:20].[O:21]1[CH2:22][CH2:23][CH2:24][CH2:25]1>>[CH3:1][C:2]1([CH3:12])[O:3][c:4]2[c:5]([cH:7][cH:8][c:9]([F:11])[c:10]2[C:19](=[O:18])[OH:20])[O:6]1. Starting materials: CNNC(=S)NC(CNC1=C(C=CC=C1CC)CC)=O (1-methyl-4-[(2,6-diethylanilino)-acetyl]-thiosemicarbazide), [OH-].[K+] (potassium hydroxide), C(C)O (ethanol). The solvent is O (water). Yields the product C(C)C1=C(NCC2=NNC(N2C)=S)C(=CC=C1)CC (2,6-diethyl-N-[(1-methyl-2-thiono-1,3,4-triazol-5-yl)-methyl]-aniline). Yield: 97.0%. RXN SMILES: C[NH:2][NH:3][C:4]([NH:6][C:7](=O)[CH2:8][NH:9][C:10]1[C:15]([CH2:16][CH3:17])=[CH:14][CH:13]=[CH:12][C:11]=1[CH2:18][CH3:19])=[S:5].[OH-].[K+].[CH2:23](O)C>O>[CH2:16]([C:15]1[CH:14]=[CH:13][CH:12]=[C:11]([CH2:18][CH3:19])[C:10]=1[NH:9][CH2:8][C:7]1[N:6]([CH3:23])[C:4](=[S:5])[NH:3][N:2]=1)[CH3:17] |f:1.2|. Reported procedure: 29.6 g (0.1 mol) of 1-methyl-4-[(2,6-diethylanilino)-acetyl]-thiosemicarbazide were suspended in 150 ml of ethanol and, after adding 7 g of potassium hydroxide in 20 ml of water, the mixture was heated under reflux for 1 hour. Thereafter, most of the solvent was distilled off and 250 ml of water were added to the residue. After acidifying the mixture to pH 5 with glacial acetic acid, the precipitate formed was filtered off and washed thoroughly with water. After drying, 27 g (97% of theory) of 2...